Dataset: the Open Reaction Database (ORD), a public repository of structured organic reaction records. Task: describe an organic reaction: reactants, conditions, products, and yield The reactants are ClC1=CC=C(C=2N(C(=NC21)NC=2C=NC(=CC2C)N(C)C)CCCO)C(CC)CC (3-[4-chloro-2-{[6-(dimethylamino)-4-methylpyridin-3-yl]amino}-7-(1-ethylpropyl)-1H-benzimidazol-1-yl]propan-1-ol), CS(=O)(=O)Cl (methanesulfonyl chloride), C([O-])([O-])=O.[K+].[K+] (potassium carbonate), C([O-])(O)=O.[Na+] (sodium bicarbonate). Run in N1=CC=CC=C1 (pyridine), O (Water). Reaction conditions: time 2 hour. The product is ClC1=CC=C(C=2N3C(=NC21)N(CCC3)C=3C(=CC(=NC3)N(C)C)C)C(CC)CC (5-[9-Chloro-6-(1-ethylpropyl)-3,4-dihydropyrimido[1,2-a]benzimidazol-1(2H)-yl]-N,N,4-trimethylpyridin-2-amine). The yield is 52.0%. RXN SMILES: [Cl:1][C:2]1[C:10]2[N:9]=[C:8]([NH:11][C:12]3[CH:13]=[N:14][C:15]([N:19]([CH3:21])[CH3:20])=[CH:16][C:17]=3[CH3:18])[N:7]([CH2:22][CH2:23][CH2:24]O)[C:6]=2[C:5]([CH:26]([CH2:29][CH3:30])[CH2:27][CH3:28])=[CH:4][CH:3]=1.CS(Cl)(=O)=O.C(=O)(O)[O-].[Na+].C(=O)([O-])[O-].[K+].[K+]>N1C=CC=CC=1.O>[Cl:1][C:2]1[C:10]2[N:9]=[C:8]3[N:11]([C:12]4[C:17]([CH3:18])=[CH:16][C:15]([N:19]([CH3:21])[CH3:20])=[N:14][CH:13]=4)[CH2:24][CH2:23][CH2:22][N:7]3[C:6]=2[C:5]([CH:26]([CH2:29][CH3:30])[CH2:27][CH3:28])=[CH:4][CH:3]=1 |f:2.3,4.5.6|. Reported procedure: To a solution of 3-[4-chloro-2-{[6-(dimethylamino)-4-methylpyridin-3-yl]amino}-7-(1-ethylpropyl)-1H-benzimidazol-1-yl]propan-1-ol (100 mg, 0.233 mmol) in pyridine (2 mL) was added methanesulfonyl chloride (0.036 mL, 0.465 mmol) dropwise at 0° C. After stirring for 2 hr at room temperature, aqueous sodium bicarbonate was added and the mixture was extracted with ethyl acetate. Organic layer was washed with brine, dried over anhydrous sodium sulfate and concentrated in vacuo. The crude mesylate was... Procedure details: A mixture of 100 g of 1-benzoyl-3-oxopyrrolidin-4-carboxylic acid ethyl ester, 42 ml of aniline and 23 ml of formic acid in 1.2 liters of ethanol is heated to reflux for 15 hours, concentrated by evaporation and the residue is crystallised from the ether/methylene chloride. 3-Anilino-1-benzoyl-2,5-dihydro-1H-pyrrol-4-carboxylic acid ethyl ester is obtained. M.P. 149°-151°. As a reaction SMILES: [CH2:1]([O:3][C:4]([CH:6]1[CH2:10][N:9]([C:11](=[O:18])[C:12]2[CH:17]=[CH:16][CH:15]=[CH:14][CH:13]=2)[CH2:8][C:7]1=O)=[O:5])[CH3:2].[NH2:20][C:21]1[CH:26]=[CH:25][CH:24]=[CH:23][CH:22]=1.C(O)=O>C(O)C>[CH2:1]([O:3][C:4]([C:6]1[CH2:10][N:9]([C:11](=[O:18])[C:12]2[CH:17]=[CH:16][CH:15]=[CH:14][CH:13]=2)[CH2:8][C:7]=1[NH:20][C:21]1[CH:26]=[CH:25][CH:24]=[CH:23][CH:22]=1)=[O:5])[CH3:2]. Product: C(C)OC(=O)C1=C(CN(C1)C(C1=CC=CC=C1)=O)NC1=CC=CC=C1 (3-Anilino-1-benzoyl-2,5-dihydro-1H-pyrrol-4-carboxylic acid ethyl ester). The solvent is C(C)O (ethanol). Reactants: C(C)OC(=O)C1C(CN(C1)C(C1=CC=CC=C1)=O)=O (1-benzoyl-3-oxopyrrolidin-4-carboxylic acid ethyl ester), NC1=CC=CC=C1 (aniline), C(=O)O (formic acid). Starting materials: O.O.O.O.O.O.O.O.O.C(CC(O)(C(=O)[O-])CC(=O)[O-])(=O)[O-].[Mg+2].[Mg+2].[Mg+2].C(CC(O)(C(=O)[O-])CC(=O)[O-])(=O)[O-] (Tri magnesium citrate nona hydrate), [Mg] (Magnesium), [Mg] (Magnesium), Mg. Yields the product C(CC(O)(C(=O)[O-])CC(=O)[O-])(=O)[O-].[Mg+2].[Mg+2].[Mg+2].C(CC(O)(C(=O)[O-])CC(=O)[O-])(=O)[O-] (Tri Magnesium Citrate). RXN SMILES: O.O.O.O.O.O.O.O.O.[C:10]([O-:22])(=[O:21])[CH2:11][C:12]([CH2:17][C:18]([O-:20])=[O:19])([C:14]([O-:16])=[O:15])[OH:13].[Mg+2:23].[Mg+2].[Mg+2].[C:26]([O-:38])(=[O:37])[CH2:27][C:28]([CH2:33][C:34]([O-:36])=[O:35])([C:30]([O-:32])=[O:31])[OH:29].[Mg]>>[C:10]([O-:22])(=[O:21])[CH2:11][C:12]([CH2:17][C:18]([O-:20])=[O:19])([C:14]([O-:16])=[O:15])[OH:13].[Mg+2:23].[Mg+2:23].[Mg+2:23].[C:26]([O-:38])(=[O:37])[CH2:27][C:28]([CH2:33][C:34]([O-:36])=[O:35])([C:30]([O-:32])=[O:31])[OH:29] |f:0.1.2.3.4.5.6.7.8.9.10.11.12.13,15.16.17.18.19|. Procedure details: 2.2 g of Tri magnesium citrate nona hydrate were added to 1 liter of soy milk during the agitation. Magnesium content was tested and found 475 mg/l. After retention of two days without agitation the Mg content in upper layer was tested again and found 307 mg/l. 35 percents of Magnesium sediment during two days. Starting materials: COC1=CC(=C(C(=C1)C)S(=O)(=O)N(CC=1OC(=NN1)C(=O)N1CCNCC1)C)C (4-methoxy-N,2,6-trimethyl-N-{[5-(piperazin-1-ylcarbonyl)-1,3,4-oxadiazol-2-yl]methyl}benzenesulfonamide), CN1C=NC=C1C=O (1-methyl-1H-imidazole-5-carbaldehyde), ClCCCl (DCE). Yields the product COC1=CC(=C(C(=C1)C)S(=O)(=O)N(CC=1OC(=NN1)C(=O)N1CCN(CC1)CC1=CN=CN1C)C)C (4-Methoxy-N,2,6-trimethyl-N-{[5-({4-[(1-methyl-1H-imidazol-5-yl)methyl]piperazin-1-yl}carbonyl)-1,3,4-oxadiazol-2-yl]methyl}benzenesulfonamide). Reaction SMILES: [CH3:1][O:2][C:3]1[CH:8]=[C:7]([CH3:9])[C:6]([S:10]([N:13]([CH3:28])[CH2:14][C:15]2[O:16][C:17]([C:20]([N:22]3[CH2:27][CH2:26][NH:25][CH2:24][CH2:23]3)=[O:21])=[N:18][N:19]=2)(=[O:12])=[O:11])=[C:5]([CH3:29])[CH:4]=1.[CH3:30][N:31]1[C:35]([CH:36]=O)=[CH:34][N:33]=[CH:32]1.ClCCCl>>[CH3:1][O:2][C:3]1[CH:8]=[C:7]([CH3:9])[C:6]([S:10]([N:13]([CH3:28])[CH2:14][C:15]2[O:16][C:17]([C:20]([N:22]3[CH2:23][CH2:24][N:25]([CH2:36][C:35]4[N:31]([CH3:30])[CH:32]=[N:33][CH:34]=4)[CH2:26][CH2:27]3)=[O:21])=[N:18][N:19]=2)(=[O:11])=[O:12])=[C:5]([CH3:29])[CH:4]=1. Reported procedure: The title compound was prepared according to general procedure CD using 4-methoxy-N,2,6-trimethyl-N-{[5-(piperazin-1-ylcarbonyl)-1,3,4-oxadiazol-2-yl]methyl}benzenesulfonamide (42 mg, 0.10 mmol), 1-methyl-1H-imidazole-5-carbaldehyde (13 mg, 0.12 mmol), STAB (42 mg, 0.2 mmol) DCE (0.8 mL) and a few 4 Å molecular sieves. The crude product was purified using prep method D. Reactants: FC=1C=C2C(C(N(C2=CC1)C(OCC)OCC)=O)C1=NC=NC2=CC(=C(C=C12)OC)OCCOC (4-(5-fluoro-1-diethoxymethyloxindol-3-yl)-6-methoxy-7-(2-methoxyethoxy)quinazoline), Cl (hydrochloric acid). Run in C(C)O (ethanol). Conditions: temperature 80 celsius. Product: FC=1C=C2C(C(NC2=CC1)=O)C1=NC=NC2=CC(=C(C=C12)OC)OCCOC (4-(5-fluorooxindol-3-yl)-6-methoxy-7-(2-methoxyethoxy)quinazoline). Isolated yield 24.6%. RXN SMILES: [F:1][C:2]1[CH:3]=[C:4]2[C:8](=[CH:9][CH:10]=1)[N:7](C(OCC)OCC)[C:6](=[O:18])[CH:5]2[C:19]1[C:28]2[C:23](=[CH:24][C:25]([O:31][CH2:32][CH2:33][O:34][CH3:35])=[C:26]([O:29][CH3:30])[CH:27]=2)[N:22]=[CH:21][N:20]=1.Cl>C(O)C>[F:1][C:2]1[CH:3]=[C:4]2[C:8](=[CH:9][CH:10]=1)[NH:7][C:6](=[O:18])[CH:5]2[C:19]1[C:28]2[C:23](=[CH:24][C:25]([O:31][CH2:32][CH2:33][O:34][CH3:35])=[C:26]([O:29][CH3:30])[CH:27]=2)[N:22]=[CH:21][N:20]=1. Procedure details: A solution of 4-(5-fluoro-1-diethoxymethyloxindol-3-yl)-6-methoxy-7-(2-methoxyethoxy)quinazoline (255 mg, 0.52 mmol), (prepared as described in Example 9), in ethanol (25 ml) containing 2M hydrochloric acid (2.6 ml) was heated at 80° C. for 1 hour. The solid formed was collected by filtration, washed with ethanol and dried under vacuum. The solid was dissolved in hot DMF, the solution was diluted with ethyl acetate and thoroughly washed with water. The organic layer was dried (MgSO4), the volati... The reactants are COC1=C(C(=O)OC)C=C(C=C1)N (methyl 2-methoxy-5-aminobenzoate), N1=CC=CC=C1 (pyridine), CS(=O)(=O)Cl (methanesulfonyl chloride), resultant mixture, Cl (hydrochloric acid). Solvent: C(Cl)Cl (methylene chloride). Yields the product COC1=C(C(=O)OC)C=C(C=C1)NS(=O)(=O)C (methyl 2-methoxy-5-methanesulfonamidobenzoate). Isolated yield 88.7%. As a reaction SMILES: [CH3:1][O:2][C:3]1[CH:12]=[CH:11][C:10]([NH2:13])=[CH:9][C:4]=1[C:5]([O:7][CH3:8])=[O:6].N1C=CC=CC=1.[CH3:20][S:21](Cl)(=[O:23])=[O:22].Cl>C(Cl)Cl>[CH3:1][O:2][C:3]1[CH:12]=[CH:11][C:10]([NH:13][S:21]([CH3:20])(=[O:23])=[O:22])=[CH:9][C:4]=1[C:5]([O:7][CH3:8])=[O:6]. Procedure details: To a solution of methyl 2-methoxy-5-aminobenzoate (300 mg) and dry pyridine (3 ml), methanesulfonyl chloride (210 mg) is added dropwise with ice cooling and stirring, and the resultant mixture is stirred at room temperature for 1 hour. The reaction mixture is acidified with 6 N hydrochloric acid and shaken with methylene chloride. The organic layer is washed with water, dried over sodium sulfate, and evaporated under reduced pressure to remove the methylene chloride. The residue is chromatograph...